From a dataset of the Open Reaction Database (ORD), a public repository of structured organic reaction records. describe an organic reaction: reactants, conditions, products, and yield RXN SMILES: Cl[C:2]1[N:7]=[C:6]([CH3:8])[N:5]=[C:4]([N:9]2[CH2:12][CH:11]([C:13]3[N:17]([CH3:18])[C:16]4[CH:19]=[CH:20][CH:21]=[CH:22][C:15]=4[N:14]=3)[CH2:10]2)[CH:3]=1.[CH3:23][C:24]1[C:29](B(O)O)=[CH:28][CH:27]=[CH:26][N:25]=1.C(=O)([O-])[O-].[Cs+].[Cs+]>C1COCC1.CC(C)([P](C(C)(C)C)([Pd][P](C(C)(C)C)(C(C)(C)C)C(C)(C)C)C(C)(C)C)C>[CH3:18][N:17]1[C:16]2[CH:19]=[CH:20][CH:21]=[CH:22][C:15]=2[N:14]=[C:13]1[CH:11]1[CH2:12][N:9]([C:4]2[CH:3]=[C:2]([C:29]3[C:24]([CH3:23])=[N:25][CH:26]=[CH:27][CH:28]=3)[N:7]=[C:6]([CH3:8])[N:5]=2)[CH2:10]1 |f:2.3.4,^1:46,52|. Reagents/catalysts: CC(C)([P](C(C)(C)C)([Pd][P](C(C)(C)C)(C(C)(C)C)C(C)(C)C)C(C)(C)C)C (bis(tri-tert-butylphosphine)palladium(0)). Reaction conditions: temperature 100 celsius, time 3 hour. Procedure: A solution of Intermediate 3 (0.015 g, 0.048 mmol), (2-methylpyridin-3-yl)boronic acid (9.9 mg, 0.072 mmol), and cesium carbonate (1 M, 0.12 mL, 0.12 mmol) in THF (0.5 mL) under an atmosphere of nitrogen was treated with bis(tri-tert-butylphosphine)palladium(0) (1.5 mg, 0.0029 mmol) and heated to 100° C. overnight. The mixture was cooled, stirred with Quadrapure for 3 h, filtered, and concentrated. The residue was purified by reverse phase HPLC to give Example 80. 1H NMR: (400 MHz, d6-DMSO) δ 8.... The product is CN1C(=NC2=C1C=CC=C2)C2CN(C2)C2=NC(=NC(=C2)C=2C(=NC=CC2)C)C (1-Methyl-2-(1-(2-methyl-6-(2-methylpyridin-3-yl)pyrimidin-4-yl)azetidin-3-yl)-1H-benzo[d]imidazole). Starting materials: ClC1=CC(=NC(=N1)C)N1CC(C1)C1=NC2=C(N1C)C=CC=C2 (2-(1-(6-chloro-2-methylpyrimidin-4-yl)azetidin-3-yl)-1-methyl-1H-benzo[d]imidazole), CC1=NC=CC=C1B(O)O ((2-methylpyridin-3-yl)boronic acid), C([O-])([O-])=O.[Cs+].[Cs+] (cesium carbonate). Solvent: C1CCOC1 (THF). Reactants: C1(=CC=CC=C1)OC(=O)N1CC(=CC(=C1)C=O)Cl (3-chloro-5-formyl-2H-pyridine-1-carboxylic acid phenyl ester), [S] (sulfur), C1=CC=CC2=CC=CC=C12 (naphthalene). The solvent is C(C)OCC (ethyl ether). Product: ClC=1C=C(C=NC1)C=O (5-chloro-pyridine-3-carbaldehyde). As a reaction SMILES: C1(OC([N:10]2[CH:15]=[C:14]([CH:16]=[O:17])[CH:13]=[C:12]([Cl:18])[CH2:11]2)=O)C=CC=CC=1.[S].C1C2C(=CC=CC=2)C=CC=1>C(OCC)C>[Cl:18][C:12]1[CH:13]=[C:14]([CH:16]=[O:17])[CH:15]=[N:10][CH:11]=1 |^3:18|. Procedure: The mixture of 3-chloro-5-formyl-2H-pyridine-1-carboxylic acid phenyl ester (2.3 g, 8.8 mmol), sublimed sulfur (0.29 g, 9 mmol) and naphthalene (6 g) was refluxed under an argon atmosphere for 2 h. After the reaction was complete, the mixture was cooled to r.t., dissolved in ethyl ether (30 mL), and extracted with aqueous 10% HCl. The combined acid extracts were washed with ethyl ether (20 mL) and cooled to 0° C. Dichloromethane (30 mL) was added and “pH” of the mixture was adjusted to be basic ... The reactants are C(CCC)N(CCO)CCCC (2-(dibutylamino) ethanol), ClCCCC (1-chlorobutane). Solvent: C(C)O (ethanol). The product is [Cl-].OCC[N+](CCCC)(CCCC)CCCC ((2-hydroxyethyl)tributylammonium chloride). Isolated yield 100.0%. Reaction SMILES: [CH2:1]([N:5]([CH2:9][CH2:10][CH2:11][CH3:12])[CH2:6][CH2:7][OH:8])[CH2:2][CH2:3][CH3:4].[Cl:13][CH2:14][CH2:15][CH2:16][CH3:17]>C(O)C>[Cl-:13].[OH:8][CH2:7][CH2:6][N+:5]([CH2:14][CH2:15][CH2:16][CH3:17])([CH2:9][CH2:10][CH2:11][CH3:12])[CH2:1][CH2:2][CH2:3][CH3:4] |f:3.4|. Reported procedure: 70 mmol of 2-(dibutylamino) ethanol, 75 mmol of 1-chlorobutane, and 50 g of ethanol were mixed under N2 atmosphere, and made to react at 80 degrees C. for 8 hours under reflux condition. The ethanol and extra 1-chlorobutane were distilled away therefrom by reducing pressure to produce 70 mmol of (2-hydroxyethyl)tributylammonium chloride. Starting materials: C(C)C(COC1=CC=C(C=C1)C=C(C#N)C1=CC=CC=C1)CCCC (α-[[4-(2-ethylhexyloxy)phenyl]methylene]benzeneacetonitrile), N (ammonia). The reagents and catalysts are [Ni] (Raney nickel). The solvent is O1CCCC1 (tetrahydrofuran). Yields the product C(C)C(COC1=CC=C(C=C1)CC(CN)C1=CC=CC=C1)CCCC (4-[(2-ethylhexyl)oxy]-β-phenylbenzenepropanamine). The yield is 60.0%. As a reaction SMILES: [CH2:1]([CH:3]([CH2:22][CH2:23][CH2:24][CH3:25])[CH2:4][O:5][C:6]1[CH:11]=[CH:10][C:9]([CH:12]=[C:13]([C:16]2[CH:21]=[CH:20][CH:19]=[CH:18][CH:17]=2)[C:14]#[N:15])=[CH:8][CH:7]=1)[CH3:2].N>[Ni].O1CCCC1>[CH2:1]([CH:3]([CH2:22][CH2:23][CH2:24][CH3:25])[CH2:4][O:5][C:6]1[CH:11]=[CH:10][C:9]([CH2:12][CH:13]([C:16]2[CH:17]=[CH:18][CH:19]=[CH:20][CH:21]=2)[CH2:14][NH2:15])=[CH:8][CH:7]=1)[CH3:2]. Reported procedure: 95.6 Grams of the above nitrile, 25 g of Raney nickel, 150 ml of anhydrous ammonia and 225 ml of tetrahydrofuran were stirred at 140° C. for 12 hours at a pressure of 1500 psi. The catalyst and solvent were then removed and the residual was vacuum distilled to yield (60 percent) 4-[(2-ethylhexyl)oxy]-β-phenylbenzenepropanamine, b.p. 180°-185° C. The reactants are C(#N)[BH3-].[Na+] (sodium cyanoborohydride), FC(OC1=C2C=CNC2=CC=C1)F (4-difluoromethoxy-1H-indole). Run in FC(C(=O)O)(F)F (trifluoroacetic acid). Conditions: temperature 0 celsius, time 3 hour. Yields the product FC(OC1=C2CCNC2=CC=C1)F (4-difluoromethoxy-2,3-dihydro-1H-indole). The yield is 29.7%. RXN SMILES: C([BH3-])#N.[Na+].[F:5][CH:6]([F:17])[O:7][C:8]1[CH:16]=[CH:15][CH:14]=[C:13]2[C:9]=1[CH:10]=[CH:11][NH:12]2>FC(F)(F)C(O)=O>[F:17][CH:6]([F:5])[O:7][C:8]1[CH:16]=[CH:15][CH:14]=[C:13]2[C:9]=1[CH2:10][CH2:11][NH:12]2 |f:0.1|. Procedure: 0.722 mg of sodium cyanoborohydride is added to a solution of 1 g of 4-difluoromethoxy-1H-indole in 15 ml of trifluoroacetic acid, cooled to 0° C., and the stirring is continued for 3 hours. The reaction mixture is then concentrated under reduced pressure, treated with a concentrated sodium hydroxide solution, extracted with dichloromethane, dried over magnesium sulfate, filtered, and concentrated under reduced pressure. The residue is purified by silica column chromatography, elution being carr... The product is Cc1nnnn1-c1ccc(C(CC2CCCC2)C(=O)Nc2ccc(Br)cn2)cc1Cl. Reaction SMILES: [Br:20][N:21]1[C:22](=[O:23])[CH2:24][CH2:25][C:26]1=[O:27].[CH2:59]([Cl:60])[Cl:61].[Cl:28][c:29]1[cH:30][c:31]([CH:41]([C:42](=[O:43])[OH:44])[CH2:45][CH:46]2[CH2:47][CH2:48][CH2:49][CH2:50]2)[cH:32][cH:33][c:34]1-[n:35]1[n:36][n:37][n:38][c:39]1[CH3:40].[NH2:51][c:52]1[n:53][cH:54][c:55]([Br:58])[cH:56][cH:57]1.[c:1]1([P:2]([c:3]2[cH:4][cH:5][cH:6][cH:7][cH:8]2)[c:9]2[cH:10][cH:11][cH:12][cH:13][cH:14]2)[cH:15][cH:16][cH:17][cH:18][cH:19]1>>[Cl:28][c:29]1[cH:30][c:31]([CH:41]([C:42](=[O:44])[NH:51][c:52]2[n:53][cH:54][c:55]([Br:58])[cH:56][cH:57]2)[CH2:45][CH:46]2[CH2:47][CH2:48][CH2:49][CH2:50]2)[cH:32][cH:33][c:34]1-[n:35]1[n:36][n:37][n:38][c:39]1[CH3:40]. Starting materials: O=C1CCC(=O)N1Br, ClCCl, Cc1nnnn1-c1ccc(C(CC2CCCC2)C(=O)O)cc1Cl, Nc1ccc(Br)cn1, c1ccc(P(c2ccccc2)c2ccccc2)cc1.